Task: describe an organic reaction: reactants, conditions, products, and yield. Dataset: the Open Reaction Database (ORD), a public repository of structured organic reaction records Yields the product C(C)(C)C1=CC=C(C=C1)N(C(=O)C1CCCC2=CC=C(C=C12)OC)CCC1=CC=C(C=C1)OC (N-(4-isopropylphenyl)-N-[2-(4-methoxyphenyl)ethyl]-7-methoxy-1,2,3,4-tetrahydronaphthalene-1-carboxamide). Yield: 21.6%. As a reaction SMILES: [CH:1]([C:4]1[CH:9]=[CH:8][C:7]([NH:10][C:11]([CH:13]2[C:22]3[C:17](=[CH:18][CH:19]=[C:20]([O:23][CH3:24])[CH:21]=3)[CH2:16][CH2:15][CH2:14]2)=[O:12])=[CH:6][CH:5]=1)([CH3:3])[CH3:2].CS(O[CH2:30][CH2:31][C:32]1[CH:37]=[CH:36][C:35]([O:38][CH3:39])=[CH:34][CH:33]=1)(=O)=O>>[CH:1]([C:4]1[CH:5]=[CH:6][C:7]([N:10]([CH2:30][CH2:31][C:32]2[CH:37]=[CH:36][C:35]([O:38][CH3:39])=[CH:34][CH:33]=2)[C:11]([CH:13]2[C:22]3[C:17](=[CH:18][CH:19]=[C:20]([O:23][CH3:24])[CH:21]=3)[CH2:16][CH2:15][CH2:14]2)=[O:12])=[CH:8][CH:9]=1)([CH3:3])[CH3:2]. The reactants are C(C)(C)C1=CC=C(C=C1)NC(=O)C1CCCC2=CC=C(C=C12)OC (N-(4-isopropylphenyl)-7-methoxy-1,2,3,4-tetrahydronaphthalene-1-carboxamide), CS(=O)(=O)OCCC1=CC=C(C=C1)OC (1-methanesulfonyloxy-2-(4-methoxyphenyl)ethane). Procedure details: By the reaction and treatment in the same manner as in Example 6 using N-(4-isopropylphenyl)-7-methoxy-1,2,3,4-tetrahydronaphthalene-1-carboxamide (0.49 g) and 1-methanesulfonyloxy-2-(4-methoxyphenyl)ethane (0.38 g) as starting materials, N-(4-isopropylphenyl)-N-[2-(4-methoxyphenyl)ethyl]-7-methoxy-1,2,3,4-tetrahydronaphthalene-1-carboxamide (0.15 g) was obtained. Starting materials: O=C[C@H](O)[C@@H](O)[C@H](O)[C@H](O)CO (D-glucose), OC(CN)C (2-hydroxypropylamine). Yields the product OC(CNC[C@H](O)[C@@H](O)[C@H](O)[C@H](O)CO)C (N-(2-hydroxypropyl)-glucamine). As a reaction SMILES: O=[CH:2][C@@H:3]([C@H:5]([C@@H:7]([C@@H:9]([CH2:11][OH:12])[OH:10])[OH:8])[OH:6])[OH:4].[OH:13][CH:14]([CH3:17])[CH2:15][NH2:16]>>[OH:13][CH:14]([CH3:17])[CH2:15][NH:16][CH2:2][C@@H:3]([C@H:5]([C@@H:7]([C@@H:9]([CH2:11][OH:12])[OH:10])[OH:8])[OH:6])[OH:4]. Procedure details: The product was made from D-glucose and 2-hydroxypropylamine comparable as in Example A. Run in CCO (EtOH). Product: C(C1=CC=CC=C1)OC(=O)N[C@H](C(=O)OC(C)(C)C)CSC[C@@H](CN)N ((R)-tert-butyl 2-(benzyloxycarbonylamino)-3-((R)-2,3-diaminopropylthio)propanoate). Procedure details: (R)-tert-butyl 2-(benzyloxycarbonylamino)-3-((R)-2,3-diazidopropylthio)propanoate (1 eq) was stirred in dry EtOH (0.05 M) under nitrogen at room temperature. Pd(OH)2 (0.5 eq) was then added in one portion. The reaction was purged with, then stirred under hydrogen atmosphere (1 atm) for 16 hours at room temperature. The crude material was then filtered twice through celite and cotton. The organics were concentrated and used in the next step without further purification. The reactants are C(C1=CC=CC=C1)OC(=O)N[C@H](C(=O)OC(C)(C)C)CSC[C@@H](CN=[N+]=[N-])N=[N+]=[N-] ((R)-tert-butyl 2-(benzyloxycarbonylamino)-3-((R)-2,3-diazidopropylthio)propanoate). Reaction conditions: time 16 hour. The reagents and catalysts are [OH-].[OH-].[Pd+2] (Pd(OH)2). Reaction SMILES: [CH2:1]([O:8][C:9]([NH:11][C@@H:12]([CH2:20][S:21][CH2:22][C@H:23]([N:28]=[N+]=[N-])[CH2:24][N:25]=[N+]=[N-])[C:13]([O:15][C:16]([CH3:19])([CH3:18])[CH3:17])=[O:14])=[O:10])[C:2]1[CH:7]=[CH:6][CH:5]=[CH:4][CH:3]=1>CCO.[OH-].[OH-].[Pd+2]>[CH2:1]([O:8][C:9]([NH:11][C@@H:12]([CH2:20][S:21][CH2:22][C@H:23]([NH2:28])[CH2:24][NH2:25])[C:13]([O:15][C:16]([CH3:17])([CH3:18])[CH3:19])=[O:14])=[O:10])[C:2]1[CH:3]=[CH:4][CH:5]=[CH:6][CH:7]=1 |f:2.3.4|. Reactants: C(C)OC(=O)C1=CN(C=2CCC(C(C12)=O)Br)C(=O)OC(C)(C)C (5-bromo-4-oxo-4,5,6,7-tetrahydro-indole 1,3-dicarboxylic acid 1-tert-butyl ester 3-ethyl ester), C(CC)(=S)N (thiopropionamide). The product is C(C)OC(=O)C1=CNC=2CCC3=C(C12)N=C(S3)CC (2-Ethyl-5,6-dihydro-4H-thiazolo[4,5-e]indole-8-carboxylic acid ethyl ester). As a reaction SMILES: [CH2:1]([O:3][C:4]([C:6]1[C:14]2[C:13](=O)[CH:12](Br)[CH2:11][CH2:10][C:9]=2[N:8](C(OC(C)(C)C)=O)[CH:7]=1)=[O:5])[CH3:2].[C:24]([NH2:28])(=[S:27])[CH2:25][CH3:26]>>[CH2:1]([O:3][C:4]([C:6]1[C:14]2[C:13]3[N:28]=[C:24]([CH2:25][CH3:26])[S:27][C:12]=3[CH2:11][CH2:10][C:9]=2[NH:8][CH:7]=1)=[O:5])[CH3:2]. Procedure: The title compound is prepared by reacting 5-bromo-4-oxo-4,5,6,7-tetrahydro-indole 1,3-dicarboxylic acid 1-tert-butyl ester 3-ethyl ester with thiopropionamide essentially according to the procedures described in Example 15, Step 3. 1H NMR (CDCl3) 1.33-1.42 (m, 6H), 2.80-2.90 (m, 2H), 2.98-3.10 (m, 4H), 2.37 (q, 2H), 7.24 (s, 1H), 8.60 (s, 1H). The reactants are Cc1ccccc1, NC(=O)c1cccc(Cl)c1, CN(c1cncnc1)c1cc(Cl)nc(Cl)c1, CC(=O)[O-], CC(=O)[O-], [Pd+2]. Product: CN(c1cncnc1)c1cc(Cl)nc(NC(=O)c2cccc(Cl)c2)c1. Reaction SMILES: [CH3:27][c:28]1[cH:29][cH:30][cH:31][cH:32][cH:33]1.[Cl:17][c:18]1[cH:19][c:20]([C:21](=[O:22])[NH2:23])[cH:24][cH:25][cH:26]1.[Cl:1][c:2]1[n:3][c:4]([Cl:16])[cH:5][c:6]([N:8]([c:9]2[cH:10][n:11][cH:12][n:13][cH:14]2)[CH3:15])[cH:7]1.[O-:35][C:36]([CH3:37])=[O:38].[O-:39][C:40]([CH3:41])=[O:42].[Pd+2:34]>>[c:2]1([NH:23][C:21]([c:20]2[cH:19][c:18]([Cl:17])[cH:26][cH:25][cH:24]2)=[O:22])[n:3][c:4]([Cl:16])[cH:5][c:6]([N:8]([c:9]2[cH:10][n:11][cH:12][n:13][cH:14]2)[CH3:15])[cH:7]1. The reactants are ClC1=CC=C(C(C(=O)O)=C1)O (5-chlorosalicylic acid), FC(C1=CC=C(N)C=C1)(F)F (4-(trifluoromethyl)aniline), raw materials. The product is ClC=1C=CC(=C(C(=O)NC2=CC=C(C=C2)C(F)(F)F)C1)O (5-Chloro-2-hydroxy-N-[4-(trifluoromethyl)phenyl]benzamide). Isolated yield 75.0%. RXN SMILES: [Cl:1][C:2]1[CH:10]=[C:6]([C:7]([OH:9])=O)[C:5]([OH:11])=[CH:4][CH:3]=1.[F:12][C:13]([F:22])([F:21])[C:14]1[CH:20]=[CH:19][C:17]([NH2:18])=[CH:16][CH:15]=1>>[Cl:1][C:2]1[CH:3]=[CH:4][C:5]([OH:11])=[C:6]([CH:10]=1)[C:7]([NH:18][C:17]1[CH:19]=[CH:20][C:14]([C:13]([F:12])([F:21])[F:22])=[CH:15][CH:16]=1)=[O:9]. Procedure: Using 5-chlorosalicylic acid and 4-(trifluoromethyl)aniline as the raw materials, the same operation as the example 16 gave the title compound. Starting materials: O=C1CN(Cc2ccccc2)CC12CC2, NN, [Na+], [OH-], O. Yields the product c1ccc(CN2CCC3(CC3)C2)cc1. RXN SMILES: [CH2:1]([c:2]1[cH:3][cH:4][cH:5][cH:6][cH:7]1)[N:8]1[CH2:9][C:10]2([CH2:11][CH2:12]2)[C:13](=[O:15])[CH2:14]1.[NH2:16][NH2:17].[Na+:19].[OH-:18].[OH2:20]>>[CH2:1]([c:2]1[cH:3][cH:4][cH:5][cH:6][cH:7]1)[N:8]1[CH2:9][C:10]2([CH2:11][CH2:12]2)[CH2:13][CH2:14]1. The reactants are Cl.CONC (N-methoxymethanamine hydrochloride), OCC1=CN=C(S1)C1=CC=C(N1)C(CC1CCOCC1)C1=CC=C(C(=O)O)C=C1 (4-[1-{5-[5-(hydroxymethyl)-1,3-thiazol-2-yl]-1H-pyrrol-2-yl}-2-(tetrahydro-2H-pyran-4-yl)ethyl]benzoic acid), Cl.C(C)N=C=NCCCN(C)C (1-ethyl-3-(3-dimethylaminopropyl)carbodiimide hydrochloride), ON1N=NC2=C1C=CC=C2 (1-hydroxybenzotriazole), CN1CCOCC1 (N-methylmorpholine). The solvent is CN(C=O)C (N,N-dimethylformamide), C(C)(=O)OCC (ethyl acetate). Yields the product OCC1=CN=C(S1)C1=CC=C(N1)C(CC1CCOCC1)C1=CC=C(C(=O)N(C)OC)C=C1 (4-[1-{5-[5-(hydroxymethyl)-1,3-thiazol-2-yl]-1H-pyrrol-2-yl}-2-(tetrahydro-2H-pyran-4-yl)ethyl]-N-methoxy-N-methylbenzamide). Yield: 41.7%. Reaction SMILES: [OH:1][CH2:2][C:3]1[S:7][C:6]([C:8]2[NH:12][C:11]([CH:13]([C:21]3[CH:29]=[CH:28][C:24]([C:25]([OH:27])=O)=[CH:23][CH:22]=3)[CH2:14][CH:15]3[CH2:20][CH2:19][O:18][CH2:17][CH2:16]3)=[CH:10][CH:9]=2)=[N:5][CH:4]=1.Cl.C(N=C=NCCCN(C)C)C.ON1C2C=CC=CC=2N=N1.CN1CCOCC1.Cl.[CH3:60][O:61][NH:62][CH3:63]>CN(C)C=O.C(OCC)(=O)C>[OH:1][CH2:2][C:3]1[S:7][C:6]([C:8]2[NH:12][C:11]([CH:13]([C:21]3[CH:22]=[CH:23][C:24]([C:25]([N:62]([O:61][CH3:60])[CH3:63])=[O:27])=[CH:28][CH:29]=3)[CH2:14][CH:15]3[CH2:20][CH2:19][O:18][CH2:17][CH2:16]3)=[CH:10][CH:9]=2)=[N:5][CH:4]=1 |f:1.2,5.6|. Procedure details: To a solution of 4-[1-{5-[5-(hydroxymethyl)-1,3-thiazol-2-yl]-1H-pyrrol-2-yl}-2-(tetrahydro-2H-pyran-4-yl)ethyl]benzoic acid (200 mg) in N,N-dimethylformamide (5 mL) were added 1-ethyl-3-(3-dimethylaminopropyl)carbodiimide hydrochloride (140 mg), 1-hydroxybenzotriazole (100 mg) and N-methylmorpholine (160 μL), and the mixture was stirred for 1% hr. To the reaction mixture was added N-methoxymethanamine hydrochloride (60.0 mg), and the mixture was stirred overnight at room temperature. The reacti...